From a dataset of the Open Reaction Database (ORD), a public repository of structured organic reaction records. describe an organic reaction: reactants, conditions, products, and yield The reactants are CC(C(=O)OC)(COC1=NC=C(C=C1)C1=CC=C(C=C1)C=1N(C=C(N1)C(F)(F)F)COCC[Si](C)(C)C)C (methyl 2,2-dimethyl-3-[(5-{4-[4-(trifluoromethyl)-1-{[2-(trimethylsilyl)ethoxy]methyl}-1H-imidazol-2-yl]phenyl}pyridin-2-yl]oxy]-propanoate), [OH-].[Na+] (sodium hydroxide), C(C)(=O)OCC (ethyl acetate), Cl (hydrochloric acid). The solvent is C(C)O (ethanol), [Cl-].[Na+].O (brine). Conditions: time 8 hour. The product is CC(C(=O)O)(COC1=NC=C(C=C1)C1=CC=C(C=C1)C=1N(C=C(N1)C(F)(F)F)COCC[Si](C)(C)C)C (2,2-dimethyl-3-[(5-{4-[4-(trifluoromethyl)-1-{[2-(trimethylsilyl)ethoxy]methyl}-1H-imidazol-2-yl]phenyl}-pyridin-2-yl)oxy]propanoic acid). Isolated yield 60.1%. RXN SMILES: [CH3:1][C:2]([CH3:38])([CH2:7][O:8][C:9]1[CH:14]=[CH:13][C:12]([C:15]2[CH:20]=[CH:19][C:18]([C:21]3[N:22]([CH2:30][O:31][CH2:32][CH2:33][Si:34]([CH3:37])([CH3:36])[CH3:35])[CH:23]=[C:24]([C:26]([F:29])([F:28])[F:27])[N:25]=3)=[CH:17][CH:16]=2)=[CH:11][N:10]=1)[C:3]([O:5]C)=[O:4].[OH-].[Na+].Cl.C(OCC)(=O)C>C(O)C.[Cl-].[Na+].O>[CH3:1][C:2]([CH3:38])([CH2:7][O:8][C:9]1[CH:14]=[CH:13][C:12]([C:15]2[CH:16]=[CH:17][C:18]([C:21]3[N:22]([CH2:30][O:31][CH2:32][CH2:33][Si:34]([CH3:36])([CH3:35])[CH3:37])[CH:23]=[C:24]([C:26]([F:29])([F:27])[F:28])[N:25]=3)=[CH:19][CH:20]=2)=[CH:11][N:10]=1)[C:3]([OH:5])=[O:4] |f:1.2,6.7.8|. Procedure: In ethanol (10 mL) was dissolved methyl 2,2-dimethyl-3-[(5-{4-[4-(trifluoromethyl)-1-{[2-(trimethylsilyl)ethoxy]methyl}-1H-imidazol-2-yl]phenyl}pyridin-2-yl]oxy]-propanoate (490 mg), 2N aqueous sodium hydroxide solution (2.2 mL) was added to the solution, and the mixture was stirred at room temperature overnight. The reaction mixture was ice-cooled and neutralized with 2N hydrochloric acid (2.2 mL), then, ethyl acetate and saturated brine were added to the mixture, and the liquids were separated... The reactants are [Na] (sodium), BrC(C(=O)OCC)CCC (ethyl 2-bromopentanoate), CO (methanol), OC1=NN(C=N1)C1=CC=CC=C1 (3-hydroxy-1-phenyl-1,2,4-lH-triazole). The solvent is CS(=O)C (dimethylsulfoxide). The product is C(C)OC(=O)C(CCC)OC1=NN(C=N1)C1=CC=CC=C1 (3-(1-ethoxycarbonylbutoxy)-1-phenyl-1,2,4-1H-triazole). Reaction SMILES: [Na].CO.[OH:4][C:5]1[N:9]=[CH:8][N:7]([C:10]2[CH:15]=[CH:14][CH:13]=[CH:12][CH:11]=2)[N:6]=1.Br[CH:17]([CH2:23][CH2:24][CH3:25])[C:18]([O:20][CH2:21][CH3:22])=[O:19]>CS(C)=O>[CH2:21]([O:20][C:18]([CH:17]([O:4][C:5]1[N:9]=[CH:8][N:7]([C:10]2[CH:15]=[CH:14][CH:13]=[CH:12][CH:11]=2)[N:6]=1)[CH2:23][CH2:24][CH3:25])=[O:19])[CH3:22] |^1:0|. Procedure: The synthesis was carried out substantially as shown above in Example 7, except that it was necessary to chromatograph the product as described in Example 8. The reactants were 0.7 g of sodium, 20 ml of methanol, 5 g of 3-hydroxy-1-phenyl-1,2,4-lH-triazole and 6.5 g of ethyl 2-bromopentanoate. The solvent was 80 ml of dimethylsulfoxide. Five g of the desired product, an oil, was obtained. Starting materials: CCOC(=O)N1CCC(=O)CC1, CCOC(=O)CP(=O)(OCC)OCC, COCCOC, [H-], [Na+]. The product is CCOC(=O)C=C1CCN(C(=O)OCC)CC1. As a reaction SMILES: [CH2:17]([CH3:18])[O:19][C:20](=[O:21])[N:22]1[CH2:23][CH2:24][C:25](=[O:28])[CH2:26][CH2:27]1.[CH2:3]([O:4][P:5]([O:6][CH2:7][CH3:8])(=[O:9])[CH2:11][C:12](=[O:13])[O:14][CH2:15][CH3:16])[CH3:10].[CH3:29][O:30][CH2:31][CH2:32][O:33][CH3:34].[H-:1].[Na+:2]>>[CH:11]([C:12](=[O:13])[O:14][CH2:15][CH3:16])=[C:25]1[CH2:24][CH2:23][N:22]([C:20]([O:19][CH2:17][CH3:18])=[O:21])[CH2:27][CH2:26]1. Starting materials: [Si](C)(C)(C(C)(C)C)OCCCCOC1=C2C(=NC=3C=CC=CC13)O[C@@H]1C[C@H](N(C([C@@H](NC(O[C@H]3[C@H](CC/C=C/C2)CCC3)=O)C3CCCC3)=O)C1)C(=O)N[C@]1([C@@H](C1)C=C)C(NS(=O)(=O)C1CC1)=O ((3aR,7S,10S,12R,21E,24aS)-19-(4-{[tert-butyl(dimethyl)silyl]oxy}butoxy)-7-cyclopentyl-N-{(1R,2S)-1-[(cyclopropylsulfonyl)carbamoyl]-2-ethenylcyclopropyl}-5,8-dioxo-1,2,3,3a,5,6,7,8,11,12,20,23,24,24a-tetradecahydro-10H-9,12-methanocyclopenta[18,19][1,10,3,6]dioxadiazacyclononadecino[11,12-b]quinoline-10-carboxamide), TEA. Solvent: C1CCOC1 (THF). Reaction conditions: temperature 50 celsius. Product: C1(CCCC1)[C@@H]1NC(O[C@H]2[C@H](CC/C=C/CC=3C(=NC=4C=CC=CC4C3OCCCCO)O[C@@H]3C[C@H](N(C1=O)C3)C(=O)N[C@]3([C@@H](C3)C=C)C(NS(=O)(=O)C3CC3)=O)CCC2)=O ((3aR,7S,10S,12R,21E,24aS)-7-cyclopentyl-N-{(1R,2S)-1-[(cyclopropylsulfonyl)carbamoyl]-2-ethenylcyclopropyl}-19-(4-hydroxybutoxy)-5,8-dioxo-1,2,3,3a,5,6,7,8,11,12,20,23,24,24a-tetradecahydro-10H-9,12-methanocyclopenta[18,19][1,10,3,6]dioxadiazacyclononadecino[11,12-b]quinoline-10-carboxamide). The yield is 16.3%. As a reaction SMILES: [Si]([O:8][CH2:9][CH2:10][CH2:11][CH2:12][O:13][C:14]1[C:23]2[CH:22]=[CH:21][CH:20]=[CH:19][C:18]=2[N:17]=[C:16]2[O:24][C@H:25]3[CH2:51][N:28]([C:29](=[O:50])[C@H:30]([CH:45]4[CH2:49][CH2:48][CH2:47][CH2:46]4)[NH:31][C:32](=[O:44])[O:33][C@@H:34]4[CH2:43][CH2:42][CH2:41][C@H:35]4[CH2:36][CH2:37][CH:38]=[CH:39][CH2:40][C:15]=12)[C@H:27]([C:52]([NH:54][C@:55]1([C:60](=[O:68])[NH:61][S:62]([CH:65]2[CH2:67][CH2:66]2)(=[O:64])=[O:63])[CH2:57][C@H:56]1[CH:58]=[CH2:59])=[O:53])[CH2:26]3)(C(C)(C)C)(C)C>C1COCC1>[CH:45]1([C@H:30]2[C:29](=[O:50])[N:28]3[CH2:51][C@@H:25]([CH2:26][C@H:27]3[C:52]([NH:54][C@:55]3([C:60](=[O:68])[NH:61][S:62]([CH:65]4[CH2:66][CH2:67]4)(=[O:63])=[O:64])[CH2:57][C@H:56]3[CH:58]=[CH2:59])=[O:53])[O:24][C:16]3=[N:17][C:18]4[CH:19]=[CH:20][CH:21]=[CH:22][C:23]=4[C:14]([O:13][CH2:12][CH2:11][CH2:10][CH2:9][OH:8])=[C:15]3[CH2:40][CH:39]=[CH:38][CH2:37][CH2:36][C@@H:35]3[CH2:41][CH2:42][CH2:43][C@H:34]3[O:33][C:32](=[O:44])[NH:31]2)[CH2:49][CH2:48][CH2:47][CH2:46]1. Procedure details: To a solution of the product of Step 1 (50 mg) in THF (0.5 mL) was added HF-TEA (0.334 mL) at room temperature. The solution was heated to 50° C. for 30 minutes. The reaction mixture was concentrated to remove THF and then diluted with EtOAc (10 mL) and water was added (10 mL). To that mixture was added Na2CO3 (353 mg) portion wise at 0° C. When the quench was complete, the layers were separated. The organic layer was washed with 10% Na2CO3, water and brine. The aqueous layer was re-extracted wi...